From a dataset of the Open Reaction Database (ORD), a public repository of structured organic reaction records. describe an organic reaction: reactants, conditions, products, and yield Reactants: BrCCOc1cc(Br)ccc1Br, C1CCOC1, [Li]CCCC, CCCCCC. The product is Brc1ccc2c(c1)OCC2. Reaction SMILES: [Br:1][c:2]1[c:3]([O:9][CH2:10][CH2:11][Br:12])[cH:4][c:5]([Br:8])[cH:6][cH:7]1.[CH2:18]1[O:19][CH2:20][CH2:21][CH2:22]1.[CH3:13][CH2:14][CH2:15][CH2:16][Li:17].[CH3:23][CH2:24][CH2:25][CH2:26][CH2:27][CH3:28]>>[c:2]12[c:3]([cH:4][c:5]([Br:8])[cH:6][cH:7]1)[O:9][CH2:10][CH2:11]2. Starting materials: S1C(=NC=C1)CN (thiazol-2-ylmethanamine), C(C1=CC=CC=C1)OC1=CC(N(C=C1)C=1SC(=C(N1)C)C(=O)O)=O (2-(4-(benzyloxy)-2-oxopyridin-1(2H)-yl)-4-methylthiazole-5-carboxylic acid). Yields the product C(C1=CC=CC=C1)OC1=CC(N(C=C1)C=1SC(=C(N1)C)C(=O)NCC=1SC=CN1)=O (2-(4-(Benzyloxy)-2-oxopyridin-1(2H)-yl)-4-methyl-N-(thiazol-2-ylmethyl)thiazole-5-carboxamide). Isolated yield 71.0%. As a reaction SMILES: [S:1]1[CH:5]=[CH:4][N:3]=[C:2]1[CH2:6][NH2:7].[CH2:8]([O:15][C:16]1[CH:21]=[CH:20][N:19]([C:22]2[S:23][C:24]([C:28](O)=[O:29])=[C:25]([CH3:27])[N:26]=2)[C:18](=[O:31])[CH:17]=1)[C:9]1[CH:14]=[CH:13][CH:12]=[CH:11][CH:10]=1>>[CH2:8]([O:15][C:16]1[CH:21]=[CH:20][N:19]([C:22]2[S:23][C:24]([C:28]([NH:7][CH2:6][C:2]3[S:1][CH:5]=[CH:4][N:3]=3)=[O:29])=[C:25]([CH3:27])[N:26]=2)[C:18](=[O:31])[CH:17]=1)[C:9]1[CH:14]=[CH:13][CH:12]=[CH:11][CH:10]=1. Procedure: Following the procedure as described in Example 22, making variation only as required to use thiazol-2-ylmethanamine in place of benzo[b]thiophen-2-ylmethanamine to react with 2-(4-(benzyloxy)-2-oxopyridin-1(2H)-yl)-4-methylthiazole-5-carboxylic acid, the title compound was obtained as a colorless solid in 71% yield: 1H NMR (300 MHz, DMSO-d6) δ 9.11 (t, J=5.9 Hz, 1H), 8.61 (d, J=8.1 Hz, 1H), 7.70 (d, J=3.3 Hz, 1H), 7.60 (d, J=3.3 Hz, 1H), 7.45-7.33 (m, 5H), 6.39 (dd, J=8.1, 2.7 Hz, 1H), 6.23 (d,... Reactants: O(C1=CC=CC=C1)C=1C=C(C(=O)O)C=CC1 (3-phenoxy-benzoic acid), CN(CCN(C=1SC2=C(N1)C=CC(=C2)N)C)C (N*2*-(2-dimethylamino-ethyl)-N*2*-methyl-benzothiazole-2,6-diamine). Yields the product CN(CCN(C=1SC2=C(N1)C=CC(=C2)NC(C2=CC(=CC=C2)OC2=CC=CC=C2)=O)C)C (N-{2-[(2-Dimethylamino-ethyl)-methyl-amino]-benzothiazol-6-yl}-3-phenoxy-benzamide), solid. Isolated yield 53.0%. As a reaction SMILES: [O:1]([C:8]1[CH:9]=[C:10]([CH:14]=[CH:15][CH:16]=1)[C:11]([OH:13])=O)[C:2]1[CH:7]=[CH:6][CH:5]=[CH:4][CH:3]=1.[CH3:17][N:18]([CH3:33])[CH2:19][CH2:20][N:21]([CH3:32])[C:22]1[S:23][C:24]2[CH:30]=[C:29]([NH2:31])[CH:28]=[CH:27][C:25]=2[N:26]=1>>[CH3:17][N:18]([CH3:33])[CH2:19][CH2:20][N:21]([CH3:32])[C:22]1[S:23][C:24]2[CH:30]=[C:29]([NH:31][C:11](=[O:13])[C:10]3[CH:14]=[CH:15][CH:16]=[C:8]([O:1][C:2]4[CH:3]=[CH:4][CH:5]=[CH:6][CH:7]=4)[CH:9]=3)[CH:28]=[CH:27][C:25]=2[N:26]=1. Procedure: The title compound is prepared by following General Method A, using 3-phenoxy-benzoic acid (0.22 g, 1.04 mmol), and N*2*-(2-dimethylamino-ethyl)-N*2*-methyl-benzothiazole-2,6-diamine (0.20 g, 0.80 mmol) to afford an off-white solid (0.19 g, 53%). LC/MS: Retention time=4.45 nm in; (m/z): calcd for C25H2(N4O2S (M+H)+: 447.6; found: 447.3. Starting materials: CC(C)C[AlH]CC(C)C (DIBALH), C(C)OC(=O)C1=COC2=C1C=CC(=C2)O (6-hydroxy-benzofuran-3-carboxylic acid ethyl ester), salt. Run in C1CCOC1 (THF), C1CCOC1 (THF). The product is OCC1=COC2=C1C=CC(=C2)O (3-Hydroxymethyl-benzofuran-6-ol). Yield: 101.2%. RXN SMILES: C([O:3][C:4]([C:6]1[C:10]2[CH:11]=[CH:12][C:13]([OH:15])=[CH:14][C:9]=2[O:8][CH:7]=1)=O)C.CC(C[AlH]CC(C)C)C>C1COCC1>[OH:3][CH2:4][C:6]1[C:10]2[CH:11]=[CH:12][C:13]([OH:15])=[CH:14][C:9]=2[O:8][CH:7]=1. Reported procedure: To a cooled (0° C.) solution of 6-hydroxy-benzofuran-3-carboxylic acid ethyl ester (5.85 g, 28.4 mmol) in THF (250 mL) was added DIBALH as a solution in THF (100 mL, 100 mmol) and the reaction mixture was allowed to warm (rt, 1 h). The reaction was cooled (−78° C.) and treated dropwise with Rochelles salt (120 mL). The resulting mixture was stirred (rt, o/n). The layers were separated and the aqueous layer was extracted with DCM (2×200 mL) and EtOAc (2×200 mL). The organic layers were combined, ... Starting materials: ClC1=CC=C(C=C1)SC1=C(NC2=CC=C(C=C12)C(=O)OC)C (3-[(4-chlorophenyl)thio]-2-methyl-1H-indole-5-carboxylic acid, methyl ester), ClC1=CC=C(C=C1)SC1=C(NC2=CC=C(C=C12)C(=O)OC)C (3-[(4-chlorophenyl)thio]-2-methyl-1H-indole-5-carboxylic acid, methyl ester), C(C)(C)(C)OC(CBr)=O (t-butylbromoacetate). The product is ClC1=CC=C(C=C1)SC1=C(N(C2=CC=C(C=C12)C(=O)OC)CC(=O)OC(C)(C)C)C (3-[(4-chlorophenyl)thio]-5-(methoxycarbonyl)-2-methyl-1H-indole-1-acetic acid, 1,1-dimethylethyl ester). RXN SMILES: [Cl:1][C:2]1[CH:7]=[CH:6][C:5]([S:8][C:9]2[C:17]3[C:12](=[CH:13][CH:14]=[C:15]([C:18]([O:20][CH3:21])=[O:19])[CH:16]=3)[NH:11][C:10]=2[CH3:22])=[CH:4][CH:3]=1.[C:23]([O:27][C:28](=[O:31])[CH2:29]Br)([CH3:26])([CH3:25])[CH3:24]>>[Cl:1][C:2]1[CH:3]=[CH:4][C:5]([S:8][C:9]2[C:17]3[C:12](=[CH:13][CH:14]=[C:15]([C:18]([O:20][CH3:21])=[O:19])[CH:16]=3)[N:11]([CH2:29][C:28]([O:27][C:23]([CH3:26])([CH3:25])[CH3:24])=[O:31])[C:10]=2[CH3:22])=[CH:6][CH:7]=1. Procedure details: The sub-title compound was prepared by the method of example 11 part (ii) using the product of part (ii) and t-butylbromoacetate. The product was purified using flash column chromatography (14% EtOAc/hexane as eluent). Yield: 38.8%. RXN SMILES: [CH2:1]([N:5]1[C:9]2[CH2:10][O:11][CH2:12][C:13](=[O:14])[C:8]=2[S:7]/[C:6]/1=[N:15]\[C:16](=[O:26])[C:17]1[CH:22]=[C:21]([Cl:23])[CH:20]=[CH:19][C:18]=1[O:24][CH3:25])[CH2:2][CH2:3][CH3:4].[BH4-].[Na+]>O1CCCC1>[CH2:1]([N:5]1[C:9]2[CH2:10][O:11][CH2:12][CH:13]([OH:14])[C:8]=2[S:7]/[C:6]/1=[N:15]\[C:16](=[O:26])[C:17]1[CH:22]=[C:21]([Cl:23])[CH:20]=[CH:19][C:18]=1[O:24][CH3:25])[CH2:2][CH2:3][CH3:4] |f:1.2|. Yields the product C(CCC)N1/C(/SC2=C1COCC2O)=N/C(C2=C(C=CC(=C2)Cl)OC)=O (N-[(2Z)-3-butyl-7-hydroxy-6,7-dihydro-4H-pyrano[3,4-d][1,3]thiazol-2(3H)-ylidene]-5-chloro-2-methoxybenzamide). Reported procedure: To a solution of Example 10 (50 mg, 0.13 mmol) in tetrahydrofuran (5 mL) was added sodium borohydride (5.8 mg, 0.15 mmol, Aldrich). The reaction mixture was stirred at room temperature for 6 h and then quenched with saturated aqueous NH4Cl solution. The aqueous layer was extracted with EtOAc (2×10 mL). The combined organic extracts were dried over anhydrous Na2SO4, filtered and concentrated under reduced pressure. The residue was purified by column chromatography using an Analogix® Intelliflash2... Reactants: C(CCC)N1/C(/SC2=C1COCC2=O)=N/C(C2=C(C=CC(=C2)Cl)OC)=O (N-[(2Z)-3-butyl-7-oxo-6,7-dihydro-4H-pyrano[3,4-d][1,3]thiazol-2(3H)-ylidene]-5-chloro-2-methoxybenzamide), [BH4-].[Na+] (sodium borohydride). Reaction conditions: time 6 hour. Run in O1CCCC1 (tetrahydrofuran). Starting materials: BrCCOC1OCCCC1 (2-(2-bromoethoxy)tetrahydro-2H-pyran), Cl.C(#N)C1=CN=CC2=CC=CC(=C12)O[C@@H]1CC[C@H](CC1)N (trans-4-[(4-cyano-5-isoquinolyl)oxy]cyclohexylamine hydrochloride). The product is Cl.C(#N)C1=CN=CC2=CC=CC(=C12)O[C@@H]1CC[C@H](CC1)NCCO (Trans-1-[(4-cyano-5-isoquinolyl)oxy]-4-[(2-hydroxyethyl)amino]cyclohexane hydrochloride). As a reaction SMILES: Br[CH2:2][CH2:3][O:4]C1CCCCO1.[ClH:11].[C:12]([C:14]1[C:23]2[C:18](=[CH:19][CH:20]=[CH:21][C:22]=2[O:24][C@H:25]2[CH2:30][CH2:29][C@H:28]([NH2:31])[CH2:27][CH2:26]2)[CH:17]=[N:16][CH:15]=1)#[N:13]>>[ClH:11].[C:12]([C:14]1[C:23]2[C:18](=[CH:19][CH:20]=[CH:21][C:22]=2[O:24][C@H:25]2[CH2:30][CH2:29][C@H:28]([NH:31][CH2:2][CH2:3][OH:4])[CH2:27][CH2:26]2)[CH:17]=[N:16][CH:15]=1)#[N:13] |f:1.2,3.4|. Reported procedure: According to the method of Example 144, an alkylation reaction with 2-(2-bromoethoxy)tetrahydro-2H-pyran and a deprotection reaction were performed by using the compound of Example 134 to obtain the title compound. Starting materials: C(=O)(O)[O-].[Na+] (NaHCO3), FC(C(=O)O)(F)F (trifluoroacetic acid), BrC=1N=C(SC1C1=NN(C=N1)COCC[Si](C)(C)C)C=1C(=NN2C1C=CC=C2)C (4-bromo-2-(2-methylpyrazolo[1,5-a]pyridin-3-yl)-5-(1-((2-(trimethylsilyl)ethoxy)methyl)-1H-1,2,4-triazol-3-yl)thiazole), OCC1=CC=C(C=C1)B(O)O (4-(hydroxymethyl)phenylboronic acid). Reagents/catalysts: C1=CC=C(C=C1)P([C-]2C=CC=C2)C3=CC=CC=C3.C1=CC=C(C=C1)P([C-]2C=CC=C2)C3=CC=CC=C3.Cl[Pd]Cl.[Fe+2] ([1,1′-Bis(diphenylphosphino)ferrocene]palladium(II)dichloride). Solvent: COCCOC (1,2-dimethoxyethane), C(Cl)Cl (methylene chloride). Conditions: temperature 125 celsius, time 8 hour. Yields the product CC1=NN2C(C=CC=C2)=C1C=1SC(=C(N1)C1=CC=C(C=C1)CO)C1=NNC=N1 ({4-[2-(2-methylpyrazolo[1,5-a]pyridin-3-yl)-5-(1H-1,2,4-triazol-3-yl)-1,3-thiazol-4-yl]phenyl}methanol). Yield: 25.7%. Reaction SMILES: Br[C:2]1[N:3]=[C:4]([C:20]2[C:21]([CH3:29])=[N:22][N:23]3[CH:28]=[CH:27][CH:26]=[CH:25][C:24]=23)[S:5][C:6]=1[C:7]1[N:11]=[CH:10][N:9](COCC[Si](C)(C)C)[N:8]=1.[OH:30][CH2:31][C:32]1[CH:37]=[CH:36][C:35](B(O)O)=[CH:34][CH:33]=1.C([O-])(O)=O.[Na+].FC(F)(F)C(O)=O>C(Cl)Cl.C1C=CC(P(C2C=CC=CC=2)[C-]2C=CC=C2)=CC=1.C1C=CC(P(C2C=CC=CC=2)[C-]2C=CC=C2)=CC=1.Cl[Pd]Cl.[Fe+2].COCCOC>[CH3:29][C:21]1[C:20]([C:4]2[S:5][C:6]([C:7]3[N:11]=[CH:10][NH:9][N:8]=3)=[C:2]([C:35]3[CH:36]=[CH:37][C:32]([CH2:31][OH:30])=[CH:33][CH:34]=3)[N:3]=2)=[C:24]2[CH:25]=[CH:26][CH:27]=[CH:28][N:23]2[N:22]=1 |f:2.3,6.7.8.9|. Procedure details: Into a microwave vial containing a mixture of 4-bromo-2-(2-methylpyrazolo[1,5-a]pyridin-3-yl)-5-(1-((2-(trimethylsilyl)ethoxy)methyl)-1H-1,2,4-triazol-3-yl)thiazole (0.030 g, 0.061 mmol) and 4-(hydroxymethyl)phenylboronic acid (0.026 g, 0.17 mmol) was added 1M aqueous NaHCO3 (0.15 mL, 0.15 mmol), [1,1′-Bis(diphenylphosphino)ferrocene]palladium(II)dichloride (0.0021 g, 0.003 mmol) and 1,2-dimethoxyethane (0.60 mL). The vial was flushed with nitrogen gas and the reaction mixture was heated at 125°... The reactants are C(C)(C)(C)OC(=O)NC=1C(=NC(=NC1C)OC(C(=O)O)C)C (2-(5-(tert-butoxycarbonylamino)-4,6-dimethylpyrimidine-2-yloxy)propanoic acid), C1(CC1)CN1CCC(CC1)NC (1-(cyclopropylmethyl)-N-methyl-piperidine-4-amine). The product is NC=1C(=NC(=NC1C)OC(C(=O)N(C)C1CCN(CC1)CC1CC1)C)C (2-(5-amino-4,6-dimethylpyrimidine-2-yloxy)-N-(1-(cyclopropylmethyl)piperidine-4-yl)-N-methylpropanamide). As a reaction SMILES: C(OC([NH:8][C:9]1[C:10]([CH3:22])=[N:11][C:12]([O:16][CH:17]([CH3:21])[C:18]([OH:20])=O)=[N:13][C:14]=1[CH3:15])=O)(C)(C)C.[CH:23]1([CH2:26][N:27]2[CH2:32][CH2:31][CH:30]([NH:33][CH3:34])[CH2:29][CH2:28]2)[CH2:25][CH2:24]1>>[NH2:8][C:9]1[C:14]([CH3:15])=[N:13][C:12]([O:16][CH:17]([CH3:21])[C:18]([N:33]([CH:30]2[CH2:29][CH2:28][N:27]([CH2:26][CH:23]3[CH2:25][CH2:24]3)[CH2:32][CH2:31]2)[CH3:34])=[O:20])=[N:11][C:10]=1[CH3:22]. Reported procedure: The title compound was synthesized from Compound 12 and 1-(cyclopropylmethyl)-N-methyl-piperidine-4-amine in the same manner as in Example 64. Reactants: S(O)(O)(=O)=O (sulfuric acid), NC=1C(=C(C(=O)O)C=CC1SC)C (3-amino-2-methyl-4-methylsulfanylbenzoic acid), CO (methanol), O (water). Run at temperature 60 celsius. Yields the product NC=1C(=C(C(=O)OC)C=CC1SC)C (Methyl 3-Amino-2-methyl-4-methylsulfanylbenzoate). RXN SMILES: [NH2:1][C:2]1[C:3]([CH3:13])=[C:4]([CH:8]=[CH:9][C:10]=1[S:11][CH3:12])[C:5]([OH:7])=[O:6].S(=O)(=O)(O)O.O.[CH3:20]O>>[NH2:1][C:2]1[C:3]([CH3:13])=[C:4]([CH:8]=[CH:9][C:10]=1[S:11][CH3:12])[C:5]([O:7][CH3:20])=[O:6]. Reported procedure: 2 g of 3-amino-2-methyl-4-methylsulfanylbenzoic acid (0.01 mol) were dissolved in 20 ml of methanol and admixed with 2.0 g of conc. sulfuric acid, and the mixture was heated at 60° C. for 2 h. After cooling, the reaction mixture was poured into water, neutralized and extracted with ethyl acetate. After washing and drying, the solvent was removed.